From a dataset of the Open Reaction Database (ORD), a public repository of structured organic reaction records. describe an organic reaction: reactants, conditions, products, and yield Reactants: ClC1=CC2=C(N=C(S2)C)S1 (5- Chloro-2-methylthieno[2,3-d]thiazole), BrCC(=O)O (bromoacetic acid), C1(=CC=CC=C1)C(C)C (cumene). Run in CC(=O)C (acetone). Reaction conditions: temperature 135 celsius. Yields the product [Br-].C(=O)(O)C[N+]1=C(SC2=C1SC(=C2)Cl)C (3-carboxymethyl-5-chloro-2-methylthieno[2,3-d]thiazolium bromide). Yield: 59.2%. As a reaction SMILES: [Cl:1][C:2]1[S:10][C:5]2[N:6]=[C:7]([CH3:9])[S:8][C:4]=2[CH:3]=1.[Br:11][CH2:12][C:13]([OH:15])=[O:14].C1(C(C)C)C=CC=CC=1>CC(C)=O>[Br-:11].[C:13]([CH2:12][N+:6]1[C:5]2[S:10][C:2]([Cl:1])=[CH:3][C:4]=2[S:8][C:7]=1[CH3:9])([OH:15])=[O:14] |f:4.5|. Procedure: 5- Chloro-2-methylthieno[2,3-d]thiazole (15.2 g), 13.3 g of bromoacetic acid and 24 ml of cumene were mixed and stirred with heating at outer temperature of 135° C. for 8 hours. After cooling the reaction mixture, 100 ml of acetone was added thereto. The crystals precipitated were filtered out by suction, washed with 50 ml of acetone, dried under reduced pressure, thereby 15.6 g of 3-carboxymethyl-5-chloro-2-methylthieno[2,3-d]thiazolium bromide (A) was obtained as yellow powder. To 7.4 g of (A)...